This data is from the Open Reaction Database (ORD), a public repository of structured organic reaction records. The task is: describe an organic reaction: reactants, conditions, products, and yield The reactants are C(C)(C)(C)OC(=O)N1CCC(=CC1)C1=CC2=C(N=CN=C2Cl)N1 (4-(4-chloro-7H-pyrrolo[2,3-d]pyrimidin-6-yl)-3,6-dihydro-2H-pyridine-1-carboxylic acid tert-butyl ester), S1C=NC2=C1C=C(C=C2)N (1,3-benzothiazol-6-amine). Run in C(CCC)O (1-butanol). Reaction conditions: temperature 115 celsius. Product: Cl.Cl.Cl.S1C=NC2=C1C=C(C=C2)NC=2C1=C(N=CN2)NC(=C1)C=1CCNCC1 (Benzothiazol-6-yl-[6-(1,2,3,6-tetrahydropyridin-4-yl)-7H-pyrrolo[2,3-d]pyrimidin-4-yl]amine trihydrochloride). As a reaction SMILES: C(OC([N:8]1[CH2:13][CH:12]=[C:11]([C:14]2[NH:23][C:17]3[N:18]=[CH:19][N:20]=[C:21]([Cl:22])[C:16]=3[CH:15]=2)[CH2:10][CH2:9]1)=O)(C)(C)C.[S:24]1[C:28]2[CH:29]=[C:30]([NH2:33])[CH:31]=[CH:32][C:27]=2[N:26]=[CH:25]1>C(O)CCC>[ClH:22].[ClH:22].[ClH:22].[S:24]1[C:28]2[CH:29]=[C:30]([NH:33][C:21]3[C:16]4[CH:15]=[C:14]([C:11]5[CH2:10][CH2:9][NH:8][CH2:13][CH:12]=5)[NH:23][C:17]=4[N:18]=[CH:19][N:20]=3)[CH:31]=[CH:32][C:27]=2[N:26]=[CH:25]1 |f:3.4.5.6|. Reported procedure: Alternative preparation: A mixture of 4-(4-chloro-7H-pyrrolo[2,3-d]pyrimidin-6-yl)-3,6-dihydro-2H-pyridine-1-carboxylic acid tert-butyl ester (5.02 g, 15 mmol) and 1,3-benzothiazol-6-amine (2.25 g, 15 mmol) in 1-butanol (50 mL) was heated at 115° C. overnight, LC-MS showed the desired product and some de-Boc product. After the mixture was cooled to rt, it was diluted with hexane (50 mL), the gray solid was collected by filtration, a mixture of the desired product and some de-Boc product, which w...